This data is from the Open Reaction Database (ORD), a public repository of structured organic reaction records. The task is: describe an organic reaction: reactants, conditions, products, and yield Starting materials: solid, BrC1=CC(=CC=2C=C3N(C12)CCCNC3=O)C#N (7-bromo-1-oxo-2,3,4,5-tetrahydro-[1,4]diazepino[1,2-a]indole-9-carbonitrile), BrC1=CC(=CC=2C=C3N(C12)CCCNC3=O)C#N (7-bromo-1-oxo-2,3,4,5-tetrahydro-[1,4]diazepino[1,2-a]indole-9-carbonitrile), FC=1C=C(C=CC1)B(O)O (3-fluoro-phenylboronic acid). The product is FC=1C=C(C=CC1)C1=CC(=CC=2C=C3N(C12)CCCNC3=O)C#N (7-(3-Fluorophenyl)-1-oxo-2,3,4,5-tetrahydro-[1,4]diazepino[1,2-a]indole-9-carbonitrile). As a reaction SMILES: Br[C:2]1[C:10]2[N:9]3[CH2:11][CH2:12][CH2:13][NH:14][C:15](=[O:16])[C:8]3=[CH:7][C:6]=2[CH:5]=[C:4]([C:17]#[N:18])[CH:3]=1.[F:19][C:20]1[CH:21]=[C:22](B(O)O)[CH:23]=[CH:24][CH:25]=1>>[F:19][C:20]1[CH:25]=[C:24]([C:2]2[C:10]3[N:9]4[CH2:11][CH2:12][CH2:13][NH:14][C:15](=[O:16])[C:8]4=[CH:7][C:6]=3[CH:5]=[C:4]([C:17]#[N:18])[CH:3]=2)[CH:23]=[CH:22][CH:21]=1. Reported procedure: The title compound, white solid (76 mg, 95%), MS (ISP) m/z=320.5 [(M+H)+], mp 210.5° C., was prepared in accordance with the general method of example 1 from 7-bromo-1-oxo-2,3,4,5-tetrahydro-[1,4]diazepino[1,2-a]indole-9-carbonitrile (intermediate 20) (76.0 mg, 0.25 mmol) and commercially available 3-fluoro-phenylboronic acid (45.5 mg, 0.325 mmol). Solvent: C(C)O (ethanol), Cl (hydrochloric acid). The reactants are FC=1C=CC2=C(SC(=C2C#N)NC2=C(C=CC=C2)[N+](=O)[O-])C1 (6-fluoro-2-(2-nitroanilino)benzo[b]thiophene-3-carbonitrile), [Sn](Cl)Cl (Tin(II) chloride), O (water). As a reaction SMILES: [Sn](Cl)Cl.[F:4][C:5]1[CH:6]=[CH:7][C:8]2[C:12]([C:13]#[N:14])=[C:11]([NH:15][C:16]3[CH:21]=[CH:20][CH:19]=[CH:18][C:17]=3[N+:22]([O-])=O)[S:10][C:9]=2[CH:25]=1.O>Cl.C(O)C>[NH2:14][C:13]1[C:12]2[C:8]3[CH:7]=[CH:6][C:5]([F:4])=[CH:25][C:9]=3[S:10][C:11]=2[NH:15][C:16]2[CH:21]=[CH:20][CH:19]=[CH:18][C:17]=2[N:22]=1. Procedure details: Tin(II) chloride (50 g) was dissolved in a 18% hydrochloric acid (250 ml) solution heated to 50° C., and a suspension of 6-fluoro-2-(2-nitroanilino)benzo[b]thiophene-3-carbonitrile (20 g) in ethanol (280 ml) was added. The mixture was refluxed under heating for 4 hours. Then, the reaction mixture was cooled to 40° C. and poured into water (1 L) and the mixture was stood still for 30 minutes. The precipitated crystals were filtered by suction and washed with water (500 ml) to give 12-amino-3-fluo... Run at temperature 50 celsius, time 30 minute. The product is NC=1C2=C(NC3=C(N1)C=CC=C3)SC3=C2C=CC(=C3)F (12-amino-3-fluoro-6H-[1]benzothieno[2,3-b][1,5]benzodiazepine). Yields the product ClC1=CC=C2C(CC(=NC2=C1)C(=O)OCC)=O (Ethyl 7-chloro-4-quinolone-2-carboxylate). Starting materials: ClC=1C=C(N)C=CC1 (3-Chloroaniline), C(#CC(=O)OCC)C(=O)OCC (diethyl acetylenedicarboxylate). Solvent: CO (MeOH), C1(=CC=CC=C1)OC1=CC=CC=C1 (phenyl ether), CCCCCC (hexane). Procedure details: 3-Chloroaniline (28.5 g, 200 mmol) and diethyl acetylenedicarboxylate (37.4 g, 220 mmol) are heated in MeOH (300 mL) for 3 h at reflux. The reaction mixture is concentrated to yield a yellow residue, which is heated in phenyl ether (400 mL), for ¾ h. The mixture is cooled to room temp. and diluted with hexane whereupon a white solid precipitates which is filtered off: 34.4 g. Reaction SMILES: [Cl:1][C:2]1[CH:3]=[C:4]([CH:6]=[CH:7][CH:8]=1)[NH2:5].[C:9]([C:16](OCC)=[O:17])#[C:10][C:11]([O:13][CH2:14][CH3:15])=[O:12]>CO.C1(OC2C=CC=CC=2)C=CC=CC=1.CCCCCC>[Cl:1][C:2]1[CH:3]=[C:4]2[C:6]([C:16](=[O:17])[CH2:9][C:10]([C:11]([O:13][CH2:14][CH3:15])=[O:12])=[N:5]2)=[CH:7][CH:8]=1. Reactants: C(C)N(CCCCCCOC1=CC=C(C=C1)C(=CC1=CC=CC=C1)C1=CC=CC=C1)CC (1-[4-(6-diethylaminohexoxy)phenyl]-1,2-diphenyl-ethylene), ClN1C(CCC1=O)=O (N-chlorosuccinimide), ClN1C(CCC1=O)=O (N-chlorosuccinimide). Run in C(Cl)(Cl)Cl (chloroform). The product is C(C)N(CCCCCCOC1=CC=C(C=C1)C(=C(Cl)C1=CC=CC=C1)C1=CC=CC=C1)CC (1-[4-(6-Diethylaminohexoxy)phenyl]-1,2-diphenyl-2-chloro-ethylene). RXN SMILES: [CH2:1]([N:3]([CH2:31][CH3:32])[CH2:4][CH2:5][CH2:6][CH2:7][CH2:8][CH2:9][O:10][C:11]1[CH:16]=[CH:15][C:14]([C:17]([C:25]2[CH:30]=[CH:29][CH:28]=[CH:27][CH:26]=2)=[CH:18][C:19]2[CH:24]=[CH:23][CH:22]=[CH:21][CH:20]=2)=[CH:13][CH:12]=1)[CH3:2].[Cl:33]N1C(=O)CCC1=O>C(Cl)(Cl)Cl>[CH2:31]([N:3]([CH2:1][CH3:2])[CH2:4][CH2:5][CH2:6][CH2:7][CH2:8][CH2:9][O:10][C:11]1[CH:12]=[CH:13][C:14]([C:17]([C:25]2[CH:30]=[CH:29][CH:28]=[CH:27][CH:26]=2)=[C:18]([C:19]2[CH:24]=[CH:23][CH:22]=[CH:21][CH:20]=2)[Cl:33])=[CH:15][CH:16]=1)[CH3:32]. Reported procedure: Combine (E and Z)-1-[4-(6-diethylaminohexoxy)phenyl]-1,2-diphenyl-ethylene (2.17 g, 5.07 mmol), N-chlorosuccinimide (0.745 g, 5.57 mmol), and chloroform (40 mL). Heat to reflux for 18 hours. Cool to ambient temperature. Add N-chlorosuccinimide (0.745 g, 5.57 mmol). Heat to reflux. After 2 hours evaporate in vacuo. Chromatograph on silica gel eluting with 10% methanol/dichloromethane. Combine product containing fractions and concentrate in vacuo to give the title compound. Separate the isomers by... Starting materials: Brc1ncccn1, COC(=O)c1cncc(B2OC(C)(C)C(C)(C)O2)c1, CCOC(C)=O, COCCOC, [Na+], [Na+], O=C([O-])[O-], O, Cl[Pd]Cl, c1ccc(P(c2ccccc2)c2ccccc2)cc1, c1ccc(P(c2ccccc2)c2ccccc2)cc1. The product is COC(=O)c1cncc(-c2ncccn2)c1. RXN SMILES: [Br:1][c:2]1[n:3][cH:4][cH:5][cH:6][n:7]1.[CH3:14][C:15]1([CH3:16])[C:17]([CH3:18])([CH3:19])[O:20][B:21]([c:22]2[cH:23][c:24]([C:28](=[O:29])[O:30][CH3:31])[cH:25][n:26][cH:27]2)[O:32]1.[CH3:75][CH2:76][O:77][C:78](=[O:79])[CH3:80].[CH3:81][O:82][CH2:83][CH2:84][O:85][CH3:86].[Na+:8].[Na+:9].[O-:10][C:11](=[O:12])[O-:13].[OH2:74].[Pd:33]([Cl:34])[Cl:35].[c:36]1([P:37]([c:38]2[cH:39][cH:40][cH:41][cH:42][cH:43]2)[c:44]2[cH:45][cH:46][cH:47][cH:48][cH:49]2)[cH:50][cH:51][cH:52][cH:53][cH:54]1.[c:55]1([P:56]([c:57]2[cH:58][cH:59][cH:60][cH:61][cH:62]2)[c:63]2[cH:64][cH:65][cH:66][cH:67][cH:68]2)[cH:69][cH:70][cH:71][cH:72][cH:73]1>>[c:2]1(-[c:22]2[cH:23][c:24]([C:28](=[O:29])[O:30][CH3:31])[cH:25][n:26][cH:27]2)[n:3][cH:4][cH:5][cH:6][n:7]1. Reactants: Nc1c(C(=O)NCC2(C(F)(F)F)CO2)cnn1-c1ccc(F)cc1, NCc1ccccc1, C1COCCO1. Yields the product Nc1c(C(=O)NCC(O)(CNCc2ccccc2)C(F)(F)F)cnn1-c1ccc(F)cc1. As a reaction SMILES: [NH2:1][c:2]1[c:3]([C:14](=[O:15])[NH:16][CH2:17][C:18]2([C:21]([F:22])([F:23])[F:24])[O:19][CH2:20]2)[cH:4][n:5][n:6]1-[c:7]1[cH:8][cH:9][c:10]([F:13])[cH:11][cH:12]1.[NH2:25][CH2:26][c:27]1[cH:28][cH:29][cH:30][cH:31][cH:32]1.[O:33]1[CH2:34][CH2:35][O:36][CH2:37][CH2:38]1>>[NH2:1][c:2]1[c:3]([C:14](=[O:15])[NH:16][CH2:17][C:18]([OH:19])([CH2:20][NH:25][CH2:26][c:27]2[cH:28][cH:29][cH:30][cH:31][cH:32]2)[C:21]([F:22])([F:23])[F:24])[cH:4][n:5][n:6]1-[c:7]1[cH:8][cH:9][c:10]([F:13])[cH:11][cH:12]1. Reactants: C(CCCCO)O (1,5-pentanediol), [Na] (sodium), C1CCOC1 (THF), ClC1=NC2=C(N1C(=C)C)C=CC=C2 (2-chloro-1-isopropenylbenzimidazole), [Na] (sodium). Run in O (water). Product: OCCCCCOC1=NC2=C(N1C(=C)C)C=CC=C2 (2-(5-hydroxy-pentyloxy)-1-isopropenylbenzimidazole). The yield is 51.0%. Reaction SMILES: [CH2:1]([OH:7])[CH2:2][CH2:3][CH2:4][CH2:5][OH:6].[Na].C1COCC1.Cl[C:15]1[N:19]([C:20]([CH3:22])=[CH2:21])[C:18]2[CH:23]=[CH:24][CH:25]=[CH:26][C:17]=2[N:16]=1>O>[OH:6][CH2:5][CH2:4][CH2:3][CH2:2][CH2:1][O:7][C:15]1[N:19]([C:20]([CH3:22])=[CH2:21])[C:18]2[CH:23]=[CH:24][CH:25]=[CH:26][C:17]=2[N:16]=1 |^1:7|. Procedure: 3.3 g of 1,5-pentanediol and 0.4 g of sodium were stirred under nitrogen atmosphere for 30 minutes with heating. After the sodium disappeared, the reaction mixture was added dropwise with 30 ml of anhydrous THF containing 2.9 g of 2-chloro-1-isopropenylbenzimidazole and then refluxed for 8 hours. After cooling to room temperature, the mixture was added with water and extracted with ethyl acetate. The solvent was evaporated under reduced pressure and the resulting residue was purified by silica g...